From a dataset of the Open Reaction Database (ORD), a public repository of structured organic reaction records. describe an organic reaction: reactants, conditions, products, and yield The reactants are CC(=O)CCC(=O)O, CCO, [H][H], Cc1cc(C)c(N)cc1N, O=[Pt]. The product is Cc1cc(C)c(N2C(=O)CCC2C)cc1N. As a reaction SMILES: [C:3]([CH2:4][CH2:5][C:6]([CH3:8])=[O:9])(=[O:7])[OH:10].[CH3:21][CH2:22][OH:23].[H:1][H:2].[NH2:11][c:12]1[cH:13][c:14]([NH2:15])[c:16]([CH3:20])[cH:17][c:18]1[CH3:19].[Pt:24]=[O:25]>>[C:3]1(=[O:10])[CH2:4][CH2:5][CH:6]([CH3:8])[N:15]1[c:14]1[cH:13][c:12]([NH2:11])[c:18]([CH3:19])[cH:17][c:16]1[CH3:20].